Dataset: the Open Reaction Database (ORD), a public repository of structured organic reaction records. Task: describe an organic reaction: reactants, conditions, products, and yield Starting materials: Cc1ccc(C)n1-c1cc2[nH]c(=O)c(=O)n(CC(=O)O)c2cc1Cl, CN(C)C=O, NCc1ccccc1, [N-]=[N+]=NP(=O)(c1ccccc1)c1ccccc1. Yields the product Cc1ccc(C)n1-c1cc2[nH]c(=O)c(=O)n(CC(=O)NCc3ccccc3)c2cc1Cl. Reaction SMILES: [C:1](=[O:2])([OH:3])[CH2:4][n:5]1[c:6](=[O:24])[c:7](=[O:23])[nH:8][c:9]2[cH:10][c:11](-[n:16]3[c:17]([CH3:22])[cH:18][cH:19][c:20]3[CH3:21])[c:12]([Cl:15])[cH:13][c:14]12.[CH3:50][N:51]([CH3:52])[CH:53]=[O:54].[NH2:25][CH2:26][c:27]1[cH:28][cH:29][cH:30][cH:31][cH:32]1.[c:33]1([P:34]([N:35]=[N+:36]=[N-:37])([c:38]2[cH:39][cH:40][cH:41][cH:42][cH:43]2)=[O:44])[cH:45][cH:46][cH:47][cH:48][cH:49]1>>[C:1](=[O:3])([CH2:4][n:5]1[c:6](=[O:24])[c:7](=[O:23])[nH:8][c:9]2[cH:10][c:11](-[n:16]3[c:17]([CH3:22])[cH:18][cH:19][c:20]3[CH3:21])[c:12]([Cl:15])[cH:13][c:14]12)[NH:25][CH2:26][c:27]1[cH:28][cH:29][cH:30][cH:31][cH:32]1. The reactants are CC(=O)CO, CO, Nc1ccc(F)c(F)c1F. Product: CC(CO)Nc1ccc(F)c(F)c1F. RXN SMILES: [CH3:11][C:12](=[O:13])[CH2:14][OH:15].[CH3:16][OH:17].[F:1][c:2]1[c:3]([NH2:4])[cH:5][cH:6][c:7]([F:10])[c:8]1[F:9]>>[F:1][c:2]1[c:3]([NH:4][CH:12]([CH3:11])[CH2:14][OH:15])[cH:5][cH:6][c:7]([F:10])[c:8]1[F:9]. Reactants: Cl (HCl), O1CCOCC1 (dioxane), C1(=CC=CC=C1)C(C)C=1N=CC2=C(CCN(CC2)C(=O)OC(C)(C)C)N1 (tert-butyl 2-(1-phenylethyl)-5,6,8,9-tetrahydro-7H-pyrimido[4,5-d]azepine-7-carboxylate). Run in C(Cl)Cl (CH2Cl2). Conditions: time 2 hour. Yields the product C1(=CC=CC=C1)C(C)C=1N=CC2=C(CCNCC2)N1 (2-(1-Phenylethyl)-6,7,8,9-tetrahydro-5H-pyrimido[4,5-d]azepine). As a reaction SMILES: Cl.O1CCOCC1.[C:8]1([CH:14]([C:16]2[N:17]=[CH:18][C:19]3[CH2:25][CH2:24][N:23](C(OC(C)(C)C)=O)[CH2:22][CH2:21][C:20]=3[N:33]=2)[CH3:15])[CH:13]=[CH:12][CH:11]=[CH:10][CH:9]=1>C(Cl)Cl>[C:8]1([CH:14]([C:16]2[N:17]=[CH:18][C:19]3[CH2:25][CH2:24][NH:23][CH2:22][CH2:21][C:20]=3[N:33]=2)[CH3:15])[CH:13]=[CH:12][CH:11]=[CH:10][CH:9]=1. Reported procedure: A solution of HCl in dioxane (1.0 mL, 4M, 4.0 mmol) was added to a solution of tert-butyl 2-(1-phenylethyl)-5,6,8,9-tetrahydro-7H-pyrimido[4,5-d]azepine-7-carboxylate of Preparation 2, Step D, (150 mg, 0.40 mmol) in CH2Cl2 (2.0 mL). The mixture was stirred at room temperature for 2 h. The reaction was quenched by addition of sat sodium bicarbonate and extracted into CH2Cl2. The combined organics were dried over magnesium sulfate, filtered and concentrated in vacuo to provide the crude product as... The solvent is CO.O (MeOH H2O). Isolated yield 90.2%. Product: BrC=1C=NC2=CC=C(C=C2C1)O (3-Bromoquinolin-6-ol). Reactants: C(C)(=O)OC=1C=C2C=C(C=NC2=CC1)Br (3-Bromoquinolin-6-yl acetate), C(=O)([O-])[O-].[K+].[K+] (K2CO3). RXN SMILES: C([O:4][C:5]1[CH:6]=[C:7]2[C:12](=[CH:13][CH:14]=1)[N:11]=[CH:10][C:9]([Br:15])=[CH:8]2)(=O)C.C([O-])([O-])=O.[K+].[K+]>CO.O>[Br:15][C:9]1[CH:10]=[N:11][C:12]2[C:7]([CH:8]=1)=[CH:6][C:5]([OH:4])=[CH:14][CH:13]=2 |f:1.2.3,4.5|. Reported procedure: A solution of Intermediate A (1 g, 3.76 mmol) and K2CO3 (1.04 g, 7.52 mmol) in MeOH/H2O (5 mL/3 mL) was stirred at rt for 2 hours. The reaction mixture was concentrated under reduced pressure to afford a crude solid which was further purified by washing with water, dried under vacuum to give the title compound as white solid (760 mg, yield 86%). LCMS (method N): [M+H]+=224, tR=2.29 min. Reactants: ClC1=NC(=C(C(=O)NC2=CC(=C(C=C2)Cl)C2=NC=CC=C2)C=C1)C (6-chloro-N-(4-chloro-3-(pyridin-2-yl)phenyl)-2-methylnicotinamide), N1CCSCC1 (thiomorpholine). Solvent: C(CCC)O (BuOH). The product is ClC1=C(C=C(C=C1)NC(C1=C(N=C(C=C1)N1CCSCC1)C)=O)C1=NC=CC=C1 (N-(4-chloro-3-(pyridin-2-yl)phenyl)-2-methyl-6-thiomorpholinonicotinamide). Reaction SMILES: Cl[C:2]1[CH:23]=[CH:22][C:5]([C:6]([NH:8][C:9]2[CH:14]=[CH:13][C:12]([Cl:15])=[C:11]([C:16]3[CH:21]=[CH:20][CH:19]=[CH:18][N:17]=3)[CH:10]=2)=[O:7])=[C:4]([CH3:24])[N:3]=1.[NH:25]1[CH2:30][CH2:29][S:28][CH2:27][CH2:26]1>C(O)CCC>[Cl:15][C:12]1[CH:13]=[CH:14][C:9]([NH:8][C:6](=[O:7])[C:5]2[CH:22]=[CH:23][C:2]([N:25]3[CH2:30][CH2:29][S:28][CH2:27][CH2:26]3)=[N:3][C:4]=2[CH3:24])=[CH:10][C:11]=1[C:16]1[CH:21]=[CH:20][CH:19]=[CH:18][N:17]=1. Reported procedure: Procedure F was performed using 90 mg of 6-chloro-N-(4-chloro-3-(pyridin-2-yl)phenyl)-2-methylnicotinamide and 78 μL of thiomorpholine in 1 mL of BuOH. Purified by reverse phase HPLC to yield N-(4-chloro-3-(pyridin-2-yl)phenyl)-2-methyl-6-thiomorpholinonicotinamide. MS (Q1) 425.3 (M)+. The reactants are COC1=C(SC(=C1C)OC)C1=NC=C(C=C1)N(CCN(C)C=1C=CC(=NC1)C=1SC(=C(C1OC)C)OC)C (N,N′-bis[2-(3,5-dimethoxy-4-methylthiophenyl)-5-pyridyl]-N,N′-dimethylethylenediamine), aqueous solution, CS(=O)(=O)O (methanesulfonic acid). Run in CO (methanol). The product is CS(=O)(=O)O.CS(=O)(=O)O.COC1=C(SC(=C1C)OC)C1=NC=C(C=C1)N(CCN(C)C=1C=CC(=NC1)C=1SC(=C(C1OC)C)OC)C (N,N′-Bis[2-(3,5-dimethoxy-4-methylthiophenyl)-5-pyridyl]-N,N′-dimethylethylenediamine dimethanesulfonate). The yield is 54.9%. Reaction SMILES: [CH3:1][O:2][C:3]1[C:7]([CH3:8])=[C:6]([O:9][CH3:10])[S:5][C:4]=1[C:11]1[CH:16]=[CH:15][C:14]([N:17]([CH3:38])[CH2:18][CH2:19][N:20]([C:22]2[CH:23]=[CH:24][C:25]([C:28]3[S:29][C:30]([O:36][CH3:37])=[C:31]([CH3:35])[C:32]=3[O:33][CH3:34])=[N:26][CH:27]=2)[CH3:21])=[CH:13][N:12]=1.[CH3:39][S:40]([OH:43])(=[O:42])=[O:41]>CO>[CH3:39][S:40]([OH:43])(=[O:42])=[O:41].[CH3:39][S:40]([OH:43])(=[O:42])=[O:41].[CH3:1][O:2][C:3]1[C:7]([CH3:8])=[C:6]([O:9][CH3:10])[S:5][C:4]=1[C:11]1[CH:16]=[CH:15][C:14]([N:17]([CH3:38])[CH2:18][CH2:19][N:20]([C:22]2[CH:23]=[CH:24][C:25]([C:28]3[S:29][C:30]([O:36][CH3:37])=[C:31]([CH3:35])[C:32]=3[O:33][CH3:34])=[N:26][CH:27]=2)[CH3:21])=[CH:13][N:12]=1 |f:3.4.5|. Reported procedure: To a solution of N,N′-bis[2-(3,5-dimethoxy-4-methylthiophenyl)-5-pyridyl]-N,N′-dimethylethylenediamine (61.0 mg, 0.100 mmol) in methanol (2.0 mL) was added a 1.0 M aqueous solution of methanesulfonic acid (0.20 mL, 0.20 mmol), and the reaction mixture was concentrated under reduced pressure. Ethanol (5.0 mL) was added to the residue, and the mixture was concentrated under reduced pressure. The residue was recrystallized from methanol-diethyl ether to yield the title compound as a yellow crystall...